From a dataset of the Open Reaction Database (ORD), a public repository of structured organic reaction records. describe an organic reaction: reactants, conditions, products, and yield The reactants are C[Si](C)(C)[N-][Si](C)(C)C.[K+].C1(=CC=CC=C1)C (toluene potassium bis(trimethylsilyl)-amide), C(C)OC(CCNCC1=CC=C(C=C1)F)=O (3-(4-fluoro-benzylamino)-propionic acid ethyl ester), BrCC=C(C)C (4-bromo-2-methyl-2-butene). Conditions: temperature -78 celsius, time 15 minute. Run in C([O-])(O)=O.[Na+] (sodium bicarbonate), O1CCCC1 (tetrahydrofuran). Procedure details: A solution of 3-(4-fluoro-benzylamino)-propionic acid ethyl ester (158 mg, 0.701 mmol) in anhydrous tetrahydrofuran (8 mL) was stirred under an environment of nitrogen at −78° C. and treated via syringe with 0.5 M in toluene potassium bis(trimethylsilyl)-amide (1.4 mL, 0.701 mmol). After 15 min, 4-bromo-2-methyl-2-butene (104 mg, 0.701 mmol) was added and the reaction mixture was stirred at −78° C. for 6 h. The reaction was allowed to warm to 25° C. and was diluted with a saturated aqueous sodiu... Yield: 88.0%. As a reaction SMILES: [CH2:1]([O:3][C:4](=[O:16])[CH2:5][CH2:6][NH:7][CH2:8][C:9]1[CH:14]=[CH:13][C:12]([F:15])=[CH:11][CH:10]=1)[CH3:2].C[Si]([N-][Si](C)(C)C)(C)C.[K+].[C:27]1([CH3:33])[CH:32]=CC=[CH:29][CH:28]=1.BrCC=C(C)C>O1CCCC1.C(=O)(O)[O-].[Na+]>[CH2:1]([O:3][C:4](=[O:16])[CH:5]([CH2:6][NH:7][CH2:8][C:9]1[CH:14]=[CH:13][C:12]([F:15])=[CH:11][CH:10]=1)[CH2:29][CH:28]=[C:27]([CH3:33])[CH3:32])[CH3:2] |f:1.2.3,6.7|. Product: C(C)OC(C(CC=C(C)C)CNCC1=CC=C(C=C1)F)=O (2-[(4-fluoro-benzylamino)-methyl]-5-methyl-hex-4-enoic acid ethyl ester). Reactants: CCN=C=NCCCN(C)C, CN(C)C=O, CCOC(C)=O, CCN(C(C)C)C(C)C, Cl, CC(C)(C)OC(=O)N1CCC(N)C(O)C1, O=C(NC1(C(=O)O)CCCCC1)c1cc2ccccc2o1. Yields the product CC(C)(C)OC(=O)N1CCC(NC(=O)C2(NC(=O)c3cc4ccccc4o3)CCCCC2)C(O)C1. RXN SMILES: [CH3:47][N:48]([CH3:49])[CH2:50][CH2:51][CH2:52][N:53]=[C:54]=[N:55][CH2:56][CH3:57].[CH3:58][N:59]([CH3:60])[CH:61]=[O:62].[CH3:63][CH2:64][O:65][C:66](=[O:67])[CH3:68].[CH:37]([N:38]([CH:39]([CH3:40])[CH3:41])[CH2:42][CH3:43])([CH3:44])[CH3:45].[ClH:46].[NH2:1][CH:2]1[CH:3]([OH:15])[CH2:4][N:5]([C:8](=[O:9])[O:10][C:11]([CH3:12])([CH3:13])[CH3:14])[CH2:6][CH2:7]1.[o:16]1[c:17]([C:25](=[O:26])[NH:27][C:28]2([C:34](=[O:35])[OH:36])[CH2:29][CH2:30][CH2:31][CH2:32][CH2:33]2)[cH:18][c:19]2[c:20]1[cH:21][cH:22][cH:23][cH:24]2>>[NH:1]([CH:2]1[CH:3]([OH:15])[CH2:4][N:5]([C:8](=[O:9])[O:10][C:11]([CH3:12])([CH3:13])[CH3:14])[CH2:6][CH2:7]1)[C:34]([C:28]1([NH:27][C:25]([c:17]2[o:16][c:20]3[c:19]([cH:18]2)[cH:24][cH:23][cH:22][cH:21]3)=[O:26])[CH2:29][CH2:30][CH2:31][CH2:32][CH2:33]1)=[O:35]. Starting materials: ClC1=C(C=C(COC2=CC=3C4=C(NC3C=C2)C(CC4)CC(=O)OCC)C=C1)C(F)(F)F (ethyl 2-(7-(4-chloro-3-(trifluoromethyl)benzyloxy)-1,2,3,4-tetrahydrocyclopenta[b]indol-3-yl)acetate), [Br-].C1(CCC1)[Zn+] (cyclobutylzinc(II) bromide). Reagents/catalysts: CC(C)([P](C(C)(C)C)([Pd][P](C(C)(C)C)(C(C)(C)C)C(C)(C)C)C(C)(C)C)C (bis(tri-t-butylphosphine)palladium). The solvent is O1CCCC1 (tetrahydrofuran), O1CCCC1 (tetrahydrofuran). Reaction conditions: temperature 90 celsius. The product is C1(CCC1)C1=C(C=C(COC2=CC=3C4=C(NC3C=C2)C(CC4)CC(=O)O)C=C1)C(F)(F)F (2-(7-(4-Cyclobutyl-3-(trifluoromethyl)benzyloxy)-1,2,3,4-tetrahydrocyclopenta[b]indol-3-yl)acetic Acid). Reaction SMILES: Cl[C:2]1[CH:27]=[CH:26][C:5]([CH2:6][O:7][C:8]2[CH:16]=[CH:15][C:14]3[NH:13][C:12]4[CH:17]([CH2:20][C:21]([O:23]CC)=[O:22])[CH2:18][CH2:19][C:11]=4[C:10]=3[CH:9]=2)=[CH:4][C:3]=1[C:28]([F:31])([F:30])[F:29].[Br-].[CH:33]1([Zn+])[CH2:36][CH2:35][CH2:34]1>O1CCCC1.CC(C)([P](C(C)(C)C)([Pd][P](C(C)(C)C)(C(C)(C)C)C(C)(C)C)C(C)(C)C)C>[CH:33]1([C:2]2[CH:27]=[CH:26][C:5]([CH2:6][O:7][C:8]3[CH:16]=[CH:15][C:14]4[NH:13][C:12]5[CH:17]([CH2:20][C:21]([OH:23])=[O:22])[CH2:18][CH2:19][C:11]=5[C:10]=4[CH:9]=3)=[CH:4][C:3]=2[C:28]([F:31])([F:29])[F:30])[CH2:36][CH2:35][CH2:34]1 |f:1.2,^1:45,51|. Reported procedure: To a solution of ethyl 2-(7-(4-chloro-3-(trifluoromethyl)benzyloxy)-1,2,3,4-tetrahydrocyclopenta[b]indol-3-yl)acetate (202.8 mg, 0.449 mmol) in tetrahydrofuran (1 mL) was added 0.5 M cyclobutylzinc(II) bromide solution in tetrahydrofuran (8.98 mL, 4.49 mmol) and bis(tri-t-butylphosphine)palladium (46.8 mg, 0.090 mmol) at room temperature. The mixture was heated at 90° C. for 63 h. The mixture was then quenched with 1 N aqueous HCl solution and filtered through Celite®. The filtrate was extracted... Procedure: A solution of {4-[(5-bromo-furan-3-carbonyl)-amino]-phenyl}-acetic acid ethyl ester (8) (200 mg, 0.57 mmoles), phenyl boronic acid (69.2 mg, 0.57 mmoles), [1,1′-bis(diphenylphosphino)ferrocene]dichloropalladium(II) (50 mg, 0.06 mmoles) and 2M aqueous cesium carbonate (1.2 ml, 2.4 mmoles) in toluene (20 ml) was refluxed for 16 hours. The solvent was evaporated, the residue diluted with water (20 ml) and then extracted with ethyl acetate (3×20 ml). The combined organic layers were concentrated in ... Yield: 26.6%. The product is C(C)OC(CC1=CC=C(C=C1)NC(=O)C1=COC(=C1)C1=CC=CC=C1)=O ({4-[(5-phenyl-furan-3-carbonyl)-amino]-phenyl}-acetic acid ethyl ester). Reagents/catalysts: C1=CC=C(C=C1)P([C-]2C=CC=C2)C3=CC=CC=C3.C1=CC=C(C=C1)P([C-]2C=CC=C2)C3=CC=CC=C3.Cl[Pd]Cl.[Fe+2] ([1,1′-bis(diphenylphosphino)ferrocene]dichloropalladium(II)). Solvent: C1(=CC=CC=C1)C (toluene). Reaction SMILES: [CH2:1]([O:3][C:4](=[O:21])[CH2:5][C:6]1[CH:11]=[CH:10][C:9]([NH:12][C:13]([C:15]2[CH:19]=[C:18](Br)[O:17][CH:16]=2)=[O:14])=[CH:8][CH:7]=1)[CH3:2].[C:22]1(B(O)O)[CH:27]=[CH:26][CH:25]=[CH:24][CH:23]=1.C(=O)([O-])[O-].[Cs+].[Cs+]>C1(C)C=CC=CC=1.C1C=CC(P(C2C=CC=CC=2)[C-]2C=CC=C2)=CC=1.C1C=CC(P(C2C=CC=CC=2)[C-]2C=CC=C2)=CC=1.Cl[Pd]Cl.[Fe+2]>[CH2:1]([O:3][C:4](=[O:21])[CH2:5][C:6]1[CH:11]=[CH:10][C:9]([NH:12][C:13]([C:15]2[CH:19]=[C:18]([C:22]3[CH:27]=[CH:26][CH:25]=[CH:24][CH:23]=3)[O:17][CH:16]=2)=[O:14])=[CH:8][CH:7]=1)[CH3:2] |f:2.3.4,6.7.8.9|. The reactants are C(C)OC(CC1=CC=C(C=C1)NC(=O)C1=COC(=C1)Br)=O ({4-[(5-bromo-furan-3-carbonyl)-amino]-phenyl}-acetic acid ethyl ester), C1(=CC=CC=C1)B(O)O (phenyl boronic acid), C([O-])([O-])=O.[Cs+].[Cs+] (cesium carbonate). The reactants are [Br-], O=C([O-])O, ClCCl, C1CCCCCCCCCCC1, CC1(C)CCCC(C)(C)N1O, CO, [O-]Cl, [Na+], [Na+], [Na+], O. Yields the product O=CC1CCCCCCCCCCC1. RXN SMILES: [Br-:27].[C:31]([O-:32])(=[O:33])[OH:34].[CH2:36]([Cl:37])[Cl:38].[CH2:3]1[CH2:4][CH2:5][CH2:6][CH2:7][CH2:8][CH2:9][CH2:10][CH2:11][CH2:12][CH2:13][CH2:14]1.[CH3:15][C:16]1([CH3:25])[N:17]([O:18])[C:19]([CH3:20])([CH3:21])[CH2:22][CH2:23][CH2:24]1.[CH3:1][OH:2].[Cl:28][O-:29].[Na+:26].[Na+:30].[Na+:35].[OH2:39]>>[CH:3]1([CH:31]=[O:32])[CH2:4][CH2:5][CH2:6][CH2:7][CH2:8][CH2:9][CH2:10][CH2:11][CH2:12][CH2:13][CH2:14]1. The reactants are C(=O)(OC(C)(C)C)N[C@@H](COCC1=CC=CC=C1)C(=O)O.OC1C(=O)NC(C1)=O (N-Boc-O-benzylserine hydroxysuccinimide). Solvent: CO (methanol). Reaction conditions: temperature 50 celsius, time 24 hour. Product: COC([C@@H](NC(=O)OC(C)(C)C)COCC1=CC=CC=C1)=O (N-Boc-O-benzylserine methyl ester). RXN SMILES: [C:1]([NH:8][C@H:9]([C:19]([OH:21])=[O:20])[CH2:10][O:11][CH2:12][C:13]1[CH:18]=[CH:17][CH:16]=[CH:15][CH:14]=1)([O:3][C:4]([CH3:7])([CH3:6])[CH3:5])=[O:2].O[CH:23]1CC(=O)NC1=O>CO>[CH3:23][O:20][C:19](=[O:21])[C@H:9]([CH2:10][O:11][CH2:12][C:13]1[CH:14]=[CH:15][CH:16]=[CH:17][CH:18]=1)[NH:8][C:1]([O:3][C:4]([CH3:7])([CH3:6])[CH3:5])=[O:2] |f:0.1|. Procedure details: N-Boc-O-benzylserine-hydroxysuccinimide (16.0 g, 40.8 mmol) was dissolved in methanol (300 ml) and stirred at 50° C. for 24 hours. The solvent was evaporated and the residue was taken up in ethyl acetate (120 ml), washed with aqueous saturated sodium bicarbonate (2×50 ml) and water (50 ml). The organic solution was dried with sodium sulphate and after evaporation of the solvent the N-Boc-O-benzylserine methyl ester was isolated as a colourless oil. Yield 9.9 g (83%). The structure was confirmed ... Starting materials: C(C)(C)(C)P(C1=C(C=CC=C1)C1=CC=CC=C1)C(C)(C)C (2-(di-t-butylphosphino)biphenyl), CC(C)([O-])C.[Na+] (sodium t-butoxide), N1CCOCC1 (morpholine), C(C1=CC=CC=C1)(C1=CC=CC=C1)N1C(=C(C2=CC(=CC=C12)Cl)CCOC1=CC=C(C(=O)O)C=C1)CCNS(=O)(=O)CC1=CC=CC=C1 (4-[2-(1-Benzhydryl-2-{2-[(benzylsulfonyl)amino]ethyl}-5-chloro-1H-indol-3-yl)ethoxy]benzoic acid). Reagents/catalysts: C=1C=CC(=CC1)/C=C/C(=O)/C=C/C2=CC=CC=C2.C=1C=CC(=CC1)/C=C/C(=O)/C=C/C2=CC=CC=C2.C=1C=CC(=CC1)/C=C/C(=O)/C=C/C2=CC=CC=C2.[Pd].[Pd] (tris(dibenzylideneacetone)dipalladium(0)). The solvent is C1(=CC=CC=C1)C (toluene). Product: C(C1=CC=CC=C1)(C1=CC=CC=C1)N1C(=C(C2=CC(=CC=C12)N1CCOCC1)CCOC1=CC=C(C(=O)O)C=C1)CCNS(=O)(=O)CC1=CC=CC=C1 (4-[2-(1-benzhydryl-2-{2-[(benzylsulfonyl)amino]ethyl}-5-morpholin-4-yl-1H-indol-3-yl)ethoxy]benzoic acid). The yield is 7.8%. As a reaction SMILES: C(P(C(C)(C)C)C1C=CC=CC=1C1C=CC=CC=1)(C)(C)C.CC(C)([O-])C.[Na+].[CH:28]([N:41]1[C:49]2[C:44](=[CH:45][C:46](Cl)=[CH:47][CH:48]=2)[C:43]([CH2:51][CH2:52][O:53][C:54]2[CH:62]=[CH:61][C:57]([C:58]([OH:60])=[O:59])=[CH:56][CH:55]=2)=[C:42]1[CH2:63][CH2:64][NH:65][S:66]([CH2:69][C:70]1[CH:75]=[CH:74][CH:73]=[CH:72][CH:71]=1)(=[O:68])=[O:67])([C:35]1[CH:40]=[CH:39][CH:38]=[CH:37][CH:36]=1)[C:29]1[CH:34]=[CH:33][CH:32]=[CH:31][CH:30]=1.[NH:76]1[CH2:81][CH2:80][O:79][CH2:78][CH2:77]1>C1C=CC(/C=C/C(/C=C/C2C=CC=CC=2)=O)=CC=1.C1C=CC(/C=C/C(/C=C/C2C=CC=CC=2)=O)=CC=1.C1C=CC(/C=C/C(/C=C/C2C=CC=CC=2)=O)=CC=1.[Pd].[Pd].C1(C)C=CC=CC=1>[CH:28]([N:41]1[C:49]2[C:44](=[CH:45][C:46]([N:76]3[CH2:81][CH2:80][O:79][CH2:78][CH2:77]3)=[CH:47][CH:48]=2)[C:43]([CH2:51][CH2:52][O:53][C:54]2[CH:62]=[CH:61][C:57]([C:58]([OH:60])=[O:59])=[CH:56][CH:55]=2)=[C:42]1[CH2:63][CH2:64][NH:65][S:66]([CH2:69][C:70]1[CH:75]=[CH:74][CH:73]=[CH:72][CH:71]=1)(=[O:68])=[O:67])([C:35]1[CH:40]=[CH:39][CH:38]=[CH:37][CH:36]=1)[C:29]1[CH:34]=[CH:33][CH:32]=[CH:31][CH:30]=1 |f:1.2,5.6.7.8.9|. Procedure: Step 1—A flask was charged with tris(dibenzylideneacetone)dipalladium(0) (0.01 eq.), 2-(di-t-butylphosphino)biphenyl (0.04 eq.), sodium t-butoxide (2.4 eq.) and the acid from Example 1 step 8 (1.0 eq.). 1.5 ml toluene (1.0 M) was added to the flask followed by morpholine (1.2 eq.) The reaction was heated to reflux for five hours. The reaction mixture was partitioned between 5% hydrochloric acid and dietheyl ether. The organic layer was washed with distilled water, followed by brine, dried over s... Reactants: OC1=C(C=C(C2=CC=CC=C12)O)C(NCCCCCCCCCCCCCCCC)=O (1,4-dihydroxy-2-hexadecylcarbamoylnaphthalene), C1(=CC=C(C=C1)S(=O)(=O)O)C (p-toluenesulfonic acid), C(O)CN (ethanolamine), C1(=CC=CC=C1)C (toluene). Solvent: O (water). Product: C1(=CC=C(C=C1)S(=O)(=O)OC1=C(C=C(C2=CC=CC=C12)OCCN)C(NCCCCCCCCCCCCCCCC)=O)C (4-(2-aminoethyloxy)-2-hexadecylcarbamoyl-1-naphthol p-toluenesulfonate). The yield is 52.9%. Reaction SMILES: [OH:1][C:2]1[C:11]2[C:6](=[CH:7][CH:8]=[CH:9][CH:10]=2)[C:5]([OH:12])=[CH:4][C:3]=1[C:13](=[O:31])[NH:14][CH2:15][CH2:16][CH2:17][CH2:18][CH2:19][CH2:20][CH2:21][CH2:22][CH2:23][CH2:24][CH2:25][CH2:26][CH2:27][CH2:28][CH2:29][CH3:30].[C:32]1([CH3:42])[CH:37]=[CH:36][C:35]([S:38]([OH:41])(=[O:40])=O)=[CH:34][CH:33]=1.[CH2:43]([CH2:45][NH2:46])O.C1(C)C=CC=CC=1>O>[C:32]1([CH3:42])[CH:33]=[CH:34][C:35]([S:38]([O:1][C:2]2[C:11]3[C:6](=[CH:7][CH:8]=[CH:9][CH:10]=3)[C:5]([O:12][CH2:43][CH2:45][NH2:46])=[CH:4][C:3]=2[C:13](=[O:31])[NH:14][CH2:15][CH2:16][CH2:17][CH2:18][CH2:19][CH2:20][CH2:21][CH2:22][CH2:23][CH2:24][CH2:25][CH2:26][CH2:27][CH2:28][CH2:29][CH3:30])(=[O:40])=[O:41])=[CH:36][CH:37]=1. Procedure details: To a mixture of 128 g of 1,4-dihydroxy-2-hexadecylcarbamoylnaphthalene, 285 g of p-toluenesulfonic acid and 73 g of ethanolamine was added 300 ml of toluene. The resulting mixture was heated under reflux for about 2 hours under nitrogen atmosphere, during which water was removed by a water separator. Toluene was then evaporated off under reduced pressure and 1.5 l of water was added into the residue. Precipitated crystals were collected and recrystallized from ethyl acetate to give 99 g of 4-(2-... Reactants: CN, ClCCl, O=[N+]([O-])c1ccccc1S(=O)(=O)Cl, C1CCOC1. Product: CNS(=O)(=O)c1ccccc1[N+](=O)[O-]. As a reaction SMILES: [CH3:17][NH2:18].[Cl:14][CH2:15][Cl:16].[N+:1](=[O:2])([O-:3])[c:4]1[c:5]([S:10](=[O:11])(=[O:12])[Cl:13])[cH:6][cH:7][cH:8][cH:9]1.[O:19]1[CH2:20][CH2:21][CH2:22][CH2:23]1>>[N+:1](=[O:2])([O-:3])[c:4]1[c:5]([S:10](=[O:11])(=[O:12])[NH:18][CH3:17])[cH:6][cH:7][cH:8][cH:9]1. Reactants: solid, Cl.Cl.O1CCC2=C1C=CC=C2C2CCN(CC2)CC[C@@H]2CC[C@H](CC2)N (trans-4-{2-[4-(2,3-dihydro-benzofuran-4-yl)-piperidin-1-yl]-ethyl}-cyclohexylamine dihydrochloride), Cl.Cl.O1CCC2=C1C=CC=C2C2CCN(CC2)CC[C@@H]2CC[C@H](CC2)N (trans-4-{2-[4-(2,3-dihydro-benzofuran-4-yl)-piperidin-1-yl]-ethyl}-cyclohexylamine dihydrochloride), C(C#CC)(=O)O (but-2-ynoic acid). Product: O1CCC2=C1C=CC=C2C2CCN(CC2)CC[C@@H]2CC[C@H](CC2)NC(C#CC)=O (But-2-ynoic acid trans-(4-{2-[4-(2,3-dihydro-benzofuran-4-yl)-piperidin-1-yl]-ethyl}-cyclohexyl)-amide). RXN SMILES: Cl.Cl.[O:3]1[C:7]2[CH:8]=[CH:9][CH:10]=[C:11]([CH:12]3[CH2:17][CH2:16][N:15]([CH2:18][CH2:19][C@H:20]4[CH2:25][CH2:24][C@H:23]([NH2:26])[CH2:22][CH2:21]4)[CH2:14][CH2:13]3)[C:6]=2[CH2:5][CH2:4]1.[C:27](O)(=[O:31])[C:28]#[C:29][CH3:30]>>[O:3]1[C:7]2[CH:8]=[CH:9][CH:10]=[C:11]([CH:12]3[CH2:17][CH2:16][N:15]([CH2:18][CH2:19][C@H:20]4[CH2:21][CH2:22][C@H:23]([NH:26][C:27](=[O:31])[C:28]#[C:29][CH3:30])[CH2:24][CH2:25]4)[CH2:14][CH2:13]3)[C:6]=2[CH2:5][CH2:4]1 |f:0.1.2|. Procedure details: The title compound, white solid (64 mg, 65%), MS (ISP) m/z=395.3 [(M+H)+], mp 195° C., was prepared in accordance with the general method of example 1 from trans-4-{2-[4-(2,3-dihydro-benzofuran-4-yl)-piperidin-1-yl]-ethyl}-cyclohexylamine dihydrochloride (intermediate B) (100 mg, 0.25 mmol) and but-2-ynoic acid.